From a dataset of the Open Reaction Database (ORD), a public repository of structured organic reaction records. describe an organic reaction: reactants, conditions, products, and yield Yields the product COCCNC(=O)[C@@H]1CN(CCC1)CC=1C=C(C(=O)NC2=C(C=C(C=C2)N2CCCCC2)C=2C=C(C(=O)NCC3=CC(=CC=C3)C(F)(F)F)C=CN2)C=CC1 ((S)-2-(2-(3-((3-((2-Methoxyethyl)carbamoyl)piperidin-1-yl)methyl)benzamido)-5-(piperidin-1-yl)phenyl)-N-(3-(trifluoromethyl)benzyl)isonicotinamide). Isolated yield 92.2%. Solvent: CN(C)C=O (DMF). As a reaction SMILES: Cl[CH2:2][C:3]1[CH:4]=[C:5]([CH:41]=[CH:42][CH:43]=1)[C:6]([NH:8][C:9]1[CH:14]=[CH:13][C:12]([N:15]2[CH2:20][CH2:19][CH2:18][CH2:17][CH2:16]2)=[CH:11][C:10]=1[C:21]1[CH:22]=[C:23]([CH:38]=[CH:39][N:40]=1)[C:24]([NH:26][CH2:27][C:28]1[CH:33]=[CH:32][CH:31]=[C:30]([C:34]([F:37])([F:36])[F:35])[CH:29]=1)=[O:25])=[O:7].[CH3:44][O:45][CH2:46][CH2:47][NH:48][C:49]([C@H:51]1[CH2:56][CH2:55][CH2:54][NH:53][CH2:52]1)=[O:50].C([O-])([O-])=O.[K+].[K+]>CN(C=O)C>[CH3:44][O:45][CH2:46][CH2:47][NH:48][C:49]([C@H:51]1[CH2:56][CH2:55][CH2:54][N:53]([CH2:2][C:3]2[CH:4]=[C:5]([CH:41]=[CH:42][CH:43]=2)[C:6]([NH:8][C:9]2[CH:14]=[CH:13][C:12]([N:15]3[CH2:20][CH2:19][CH2:18][CH2:17][CH2:16]3)=[CH:11][C:10]=2[C:21]2[CH:22]=[C:23]([CH:38]=[CH:39][N:40]=2)[C:24]([NH:26][CH2:27][C:28]2[CH:33]=[CH:32][CH:31]=[C:30]([C:34]([F:37])([F:36])[F:35])[CH:29]=2)=[O:25])=[O:7])[CH2:52]1)=[O:50] |f:2.3.4|. Run at time 2 hour. Procedure details: A mixture of 20 mg of 2-(2-(3-(chloromethyl)benzamido)-5-(piperidin-1-yl)phenyl)-N-(3-(trifluoromethyl)benzyl)isonicotinamide 8.1a, 8.8 mg of (S)—N-(2-methoxyethyl)piperidine-3-carboxamide and 13.7 mg of K2CO3 in 0.33 mL of DMF was stirred for 2 h. The product was isolate by preparative reverse phase HPLC eluting with 0.05% TFA in a water/acetonitrile gradient to give 23 mg of product. MS (ES, m/z) 757.3 [M+H]+ Starting materials: ClCC=1C=C(C(=O)NC2=C(C=C(C=C2)N2CCCCC2)C=2C=C(C(=O)NCC3=CC(=CC=C3)C(F)(F)F)C=CN2)C=CC1 (2-(2-(3-(chloromethyl)benzamido)-5-(piperidin-1-yl)phenyl)-N-(3-(trifluoromethyl)benzyl)-isonicotinamide), COCCNC(=O)[C@@H]1CNCCC1 ((S)—N-(2-methoxyethyl)piperidine-3-carboxamide), C(=O)([O-])[O-].[K+].[K+] (K2CO3). Starting materials: CN(CCOC=1C=C(N)C=CC1OC)C (3-(2-Dimethylaminoethoxy)-4-methoxyaniline), II (iodine), OCC(O)CO (glycerol), S(O)(O)(=O)=O (sulphuric acid). Run at temperature 180 celsius. The product is CN(CCOC1=C(C=C2C=CC=NC2=C1)OC)C (7-(2-Dimethylaminoethoxy)-6-methoxyquinoline). Isolated yield 8.1%. RXN SMILES: [CH3:1][N:2]([CH3:15])[CH2:3][CH2:4][O:5][C:6]1[CH:7]=[C:8]([CH:10]=[CH:11][C:12]=1[O:13][CH3:14])[NH2:9].II.S(=O)(=O)(O)O.O[CH2:24][CH:25]([CH2:27]O)O>>[CH3:1][N:2]([CH3:15])[CH2:3][CH2:4][O:5][C:6]1[CH:7]=[C:8]2[C:10]([CH:24]=[CH:25][CH:27]=[N:9]2)=[CH:11][C:12]=1[O:13][CH3:14]. Procedure: 3-(2-Dimethylaminoethoxy)-4-methoxyaniline (D14, 200 mg) was treated with glycerol (133 mg) and iodine (5 mg) and to this stirring mixture was added dropwise, concentrated sulphuric acid (267 mg). After the initial exothermic reaction had subsided, the mixture was heated at 180° C. for 1.5 hr. The reaction mixture was cooled and partitioned between 40% aqueous sodium hydroxide and ethyl acetate, the organic phase was dried (Na2SO4) and the solvent evaporated under reduced pressure to leave the t... The reactants are [OH-].[Na+] (sodium hydroxide), C1(=CC=CC=C1)C (toluene), C(C1=CC=CC=C1)OC(=O)N1C(CC(CC1C)O)C (N-benzyloxycarbonyl-2,6-dimethyl-4-hydroxypiperidine), BrCC(=O)OC(C)(C)C (tert-butyl bromoacetate). Reagents/catalysts: S(=O)(=O)([O-])[O-].C(CCC)[N+](CCCC)(CCCC)CCCC.C(CCC)[N+](CCCC)(CCCC)CCCC (tetrabutylammonium sulfate). Run in O (water). Run at time 8 hour. Yields the product C(C1=CC=CC=C1)OC(=O)N1C(CC(CC1C)OCC(=O)OC(C)(C)C)C (N-benzyloxycarbonyl-4-tert-butoxycarbonylmethyloxy-2,6-dimethylpiperidine). Isolated yield 40.5%. As a reaction SMILES: C1(C)C=CC=CC=1.[CH2:8]([O:15][C:16]([N:18]1[CH:23]([CH3:24])[CH2:22][CH:21]([OH:25])[CH2:20][CH:19]1[CH3:26])=[O:17])[C:9]1[CH:14]=[CH:13][CH:12]=[CH:11][CH:10]=1.Br[CH2:28][C:29]([O:31][C:32]([CH3:35])([CH3:34])[CH3:33])=[O:30].[OH-].[Na+]>S([O-])([O-])(=O)=O.C([N+](CCCC)(CCCC)CCCC)CCC.C([N+](CCCC)(CCCC)CCCC)CCC.O>[CH2:8]([O:15][C:16]([N:18]1[CH:19]([CH3:26])[CH2:20][CH:21]([O:25][CH2:28][C:29]([O:31][C:32]([CH3:35])([CH3:34])[CH3:33])=[O:30])[CH2:22][CH:23]1[CH3:24])=[O:17])[C:9]1[CH:14]=[CH:13][CH:12]=[CH:11][CH:10]=1 |f:3.4,5.6.7|. Procedure: To 10 ml of toluene was dissolved 1.91 g of N-benzyloxycarbonyl-2,6-dimethyl-4-hydroxypiperidine, and to this solution were added 1.70 g of tert-butyl bromoacetate, 0.08 g of tetrabutylammonium sulfate and 1 ml of water, and then aqueous solution of sodium hydroxide in an ice bath. The solution was stirred overnight at room temperature, washed with water and saturated aqueous solution of sodium chloride, and dried with anhydrous sodium sulfate. After separating the desiccant by filtration, the f... The reactants are CCOC(=O)CBr, N#Cc1ccc2c(c1)COC2(CCCN)c1ccc(F)cc1, O=C([O-])[O-], CCO, [K+], [K+]. The product is CCOC(=O)CNCCCC1(c2ccc(F)cc2)OCc2cc(C#N)ccc21. Reaction SMILES: [Br:29][CH2:30][C:31](=[O:32])[O:33][CH2:34][CH3:35].[C:1](#[N:2])[c:3]1[cH:4][c:5]2[c:9]([cH:10][cH:11]1)[C:8]([c:12]1[cH:13][cH:14][c:15]([F:18])[cH:16][cH:17]1)([CH2:19][CH2:20][CH2:21][NH2:22])[O:7][CH2:6]2.[C:23](=[O:24])([O-:25])[O-:26].[CH3:36][CH2:37][OH:38].[K+:27].[K+:28]>>[C:1](#[N:2])[c:3]1[cH:4][c:5]2[c:9]([cH:10][cH:11]1)[C:8]([c:12]1[cH:13][cH:14][c:15]([F:18])[cH:16][cH:17]1)([CH2:19][CH2:20][CH2:21][NH:22][CH2:30][C:31](=[O:32])[O:33][CH2:34][CH3:35])[O:7][CH2:6]2. Reactants: BrCCCN1C(SCC1=O)=O (3-(3-bromopropyl)thiazolidine-2,4-dione), SC1=CC=CC=2N1C=CN2 (5-mercaptoimidazo[1,2-a]pyridine), C([O-])([O-])=O.[K+].[K+] (potassium carbonate), [I-].[Na+] (sodium iodide). The solvent is CN(C=O)C (N,N-dimethylformamide), O (water). Run at time 64 hour. Yields the product N=1C=CN2C1C=CC=C2SCCCN2C(SCC2=O)=O (3-[3-(imidazo[1,2-a]pyridin-5-ylthio)propyl]-thiazolidine-2,4-dione). Reaction SMILES: Br[CH2:2][CH2:3][CH2:4][N:5]1[C:9](=[O:10])[CH2:8][S:7][C:6]1=[O:11].[SH:12][C:13]1[N:18]2[CH:19]=[CH:20][N:21]=[C:17]2[CH:16]=[CH:15][CH:14]=1.C(=O)([O-])[O-].[K+].[K+].[I-].[Na+]>CN(C)C=O.O>[N:21]1[CH:20]=[CH:19][N:18]2[C:13]([S:12][CH2:2][CH2:3][CH2:4][N:5]3[C:9](=[O:10])[CH2:8][S:7][C:6]3=[O:11])=[CH:14][CH:15]=[CH:16][C:17]=12 |f:2.3.4,5.6|. Procedure: In a nitrogen atmosphere, 3.87 g (20 mmol) of 3-(3-bromopropyl)thiazolidine-2,4-dione was added to a suspension of 3.0 g (20 mmol) of 5-mercaptoimidazo[1,2-a]pyridine, 2.76 g (20 mmol) of potassium carbonate and 3.00 g (20 mmol) of sodium iodide in 100 ml of N,N-dimethylformamide was added, followed by stirring at room temperature for 64 hours. The reaction mixture was poured into water, extracted with ethyl acetate, washed with water and dried, after which the solvent was distilled off. The res... As a reaction SMILES: [C:1]([CH3:2])([CH3:3])([CH3:4])[O:5][C:6](=[O:7])[N:8]1[C:9]([CH2:13][CH2:14][CH3:15])([CH:16]([OH:17])[c:18]2[n:19][c:20]([Cl:25])[c:21]([Cl:24])[cH:22][cH:23]2)[CH2:10][CH2:11][CH2:12]1.[CH3:26][C:27]([O:28][I:29]1([O:39][C:40]([CH3:41])=[O:42])([O:43][C:44]([CH3:45])=[O:46])[c:30]2[c:31]([cH:32][cH:33][cH:34][cH:35]2)[C:36](=[O:37])[O:38]1)=[O:47].[Cl:48][CH2:49][Cl:50]>>[C:1]([CH3:2])([CH3:3])([CH3:4])[O:5][C:6](=[O:7])[N:8]1[C:9]([CH2:13][CH2:14][CH3:15])([C:16](=[O:17])[c:18]2[n:19][c:20]([Cl:25])[c:21]([Cl:24])[cH:22][cH:23]2)[CH2:10][CH2:11][CH2:12]1. The product is CCCC1(C(=O)c2ccc(Cl)c(Cl)n2)CCCN1C(=O)OC(C)(C)C. Reactants: CCCC1(C(O)c2ccc(Cl)c(Cl)n2)CCCN1C(=O)OC(C)(C)C, CC(=O)OI1(OC(C)=O)(OC(C)=O)OC(=O)c2ccccc21, ClCCl. Starting materials: C(C)(C)(C)NS(=O)(=O)CCC1=CC(=C(C=C1)N)Br (2-(4-amino-3-bromo-phenyl)-ethanesulfonic acid tert-butylamide), CC1(CC=C(CC1)B(O)O)C (4,4-dimethylcyclohex-1-enylboronic acid), C(=O)([O-])[O-].[Na+].[Na+] (Na2CO3). The reagents and catalysts are C=1C=CC(=CC1)[P](C=2C=CC=CC2)(C=3C=CC=CC3)[Pd]([P](C=4C=CC=CC4)(C=5C=CC=CC5)C=6C=CC=CC6)([P](C=7C=CC=CC7)(C=8C=CC=CC8)C=9C=CC=CC9)[P](C=1C=CC=CC1)(C=1C=CC=CC1)C=1C=CC=CC1 (Pd(PPh3)4). Solvent: C1(=CC=CC=C1)C (toluene), CCO (EtOH), CCOC(=O)C (EtOAc). Conditions: temperature 80 celsius. Yields the product C(C)(C)(C)NS(=O)(=O)CCC1=CC(=C(C=C1)N)C1=CCC(CC1)(C)C (2-[4-Amino-3-(4,4-dimethyl-cyclohex-1-enyl)-phenyl]-ethanesulfonic acid tert-butyl amide). The yield is 64.8%. As a reaction SMILES: [C:1]([NH:5][S:6]([CH2:9][CH2:10][C:11]1[CH:16]=[CH:15][C:14]([NH2:17])=[C:13](Br)[CH:12]=1)(=[O:8])=[O:7])([CH3:4])([CH3:3])[CH3:2].[CH3:19][C:20]1([CH3:29])[CH2:25][CH2:24][C:23](B(O)O)=[CH:22][CH2:21]1.C([O-])([O-])=O.[Na+].[Na+]>C1(C)C=CC=CC=1.CCO.CCOC(C)=O.C1C=CC([P]([Pd]([P](C2C=CC=CC=2)(C2C=CC=CC=2)C2C=CC=CC=2)([P](C2C=CC=CC=2)(C2C=CC=CC=2)C2C=CC=CC=2)[P](C2C=CC=CC=2)(C2C=CC=CC=2)C2C=CC=CC=2)(C2C=CC=CC=2)C2C=CC=CC=2)=CC=1>[C:1]([NH:5][S:6]([CH2:9][CH2:10][C:11]1[CH:16]=[CH:15][C:14]([NH2:17])=[C:13]([C:23]2[CH2:24][CH2:25][C:20]([CH3:29])([CH3:19])[CH2:21][CH:22]=2)[CH:12]=1)(=[O:8])=[O:7])([CH3:4])([CH3:3])[CH3:2] |f:2.3.4,^1:55,57,76,95|. Procedure details: A solution of 380 mg (1.13 mmol) of 2-(4-amino-3-bromo-phenyl)-ethanesulfonic acid tert-butylamide (as prepared in Example 47, step (a)) in toluene (10 mL) and EtOH (5 mL) was treated with 321 mg (1.36 mmol) of 4,4-dimethylcyclohex-1-enylboronic acid and 4.53 mL (9.06 mmol) of 2.0 M aqueous Na2CO3. The mixture was degassed via sonication, placed under Ar, treated with 131 mg (0.113 mmol) of Pd(PPh3)4, and heated to 80° C. for 19 h. The mixture was diluted with EtOAc (30 mL) and washed with water...